Dataset: the Open Reaction Database (ORD), a public repository of structured organic reaction records. Task: describe an organic reaction: reactants, conditions, products, and yield Starting materials: Cl (hydrochloric acid), C1(=CC=CC=C1)C=1N=C(OC1C1=CC=CC=C1)C=1C(CCCC1)CC=1C=C(C(=O)N[C@H](C(=O)OCC)CC2=CC=CC=C2)C=CC1 (ethyl (2S)-2-{3-{[2-(4,5-diphenyloxazol-2-yl)-2-cyclohexen-1-yl]methyl}benzoylamino}-3-phenylpropionate), [OH-].[Li+].O (lithium hydroxide water). Solvent: O1CCCC1 (tetrahydrofuran), CO.O (MeOH water). Conditions: time 1 hour. Yields the product C1(=CC=CC=C1)C=1N=C(OC1C1=CC=CC=C1)C=1C(CCCC1)CC=1C=C(C(=O)N[C@H](C(=O)O)CC2=CC=CC=C2)C=CC1 ((2S)-2-{3-{[2-(4,5-diphenyloxazol-2-yl)-2-cyclohexen-1-yl]methyl}-benzoylamino}-3-phenylpropionic acid). Isolated yield 99.5%. Reaction SMILES: [C:1]1([C:7]2[N:8]=[C:9]([C:18]3[CH:19]([CH2:24][C:25]4[CH:26]=[C:27]([CH:44]=[CH:45][CH:46]=4)[C:28]([NH:30][C@@H:31]([CH2:37][C:38]4[CH:43]=[CH:42][CH:41]=[CH:40][CH:39]=4)[C:32]([O:34]CC)=[O:33])=[O:29])[CH2:20][CH2:21][CH2:22][CH:23]=3)[O:10][C:11]=2[C:12]2[CH:17]=[CH:16][CH:15]=[CH:14][CH:13]=2)[CH:6]=[CH:5][CH:4]=[CH:3][CH:2]=1.[OH-].[Li+].O.Cl>O1CCCC1.CO.O>[C:1]1([C:7]2[N:8]=[C:9]([C:18]3[CH:19]([CH2:24][C:25]4[CH:26]=[C:27]([CH:44]=[CH:45][CH:46]=4)[C:28]([NH:30][C@@H:31]([CH2:37][C:38]4[CH:39]=[CH:40][CH:41]=[CH:42][CH:43]=4)[C:32]([OH:34])=[O:33])=[O:29])[CH2:20][CH2:21][CH2:22][CH:23]=3)[O:10][C:11]=2[C:12]2[CH:13]=[CH:14][CH:15]=[CH:16][CH:17]=2)[CH:2]=[CH:3][CH:4]=[CH:5][CH:6]=1 |f:1.2.3,6.7|. Procedure details: To a solution of ethyl (2S)-2-{3-{[2-(4,5-diphenyloxazol-2-yl)-2-cyclohexen-1-yl]methyl}benzoylamino}-3-phenylpropionate (119 mg, 0.195 mmol) in tetrahydrofuran (4 ml) was added a solution of lithium hydroxide-water (16.4 mg, 0.390 mmol) in MeOH-water (1:1) (2.8 ml) at 5° C. The reaction mixture was stirred at the same temperature for 1 hour, and then stirred at room temperature for 30 minutes. To the reaction mixture was added 1N hydrochloric acid (0.5 ml) at 5° C. and extracted with EtOAc. The... The reactants are COC(=O)C1=NC(=CC(=C1)SC)N (6-amino-4-methylsulfanyl-pyridine-2-carboxylic acid methyl ester), CN (methylamine). Run in O1CCCC1 (tetrahydrofuran). Yields the product CNC(=O)C1=NC(=CC(=C1)SC)N (6-Amino-4-methylsulfanyl-pyridine-2-carboxylic acid methylamide). RXN SMILES: C[O:2][C:3]([C:5]1[CH:10]=[C:9]([S:11][CH3:12])[CH:8]=[C:7]([NH2:13])[N:6]=1)=O.[CH3:14][NH2:15]>O1CCCC1>[CH3:14][NH:15][C:3]([C:5]1[CH:10]=[C:9]([S:11][CH3:12])[CH:8]=[C:7]([NH2:13])[N:6]=1)=[O:2]. Procedure: A solution of 0.099 g 6-amino-4-methylsulfanyl-pyridine-2-carboxylic acid methyl ester in 2 ml methylamine 2M in tetrahydrofuran was kept at room temperature for 24 h. The solvents were evaporated and the residue was recrystallized from water to yield 0.054 g of the title compound as white crystals melting at 89-91° C. Starting materials: C1=CC=C(C=C1)CC(=O)NC2=CC(=C(C=C2)[N+](=O)[O-])C(=O)O (NIPAB), CC1([C@@H](N2[C@H](S1)[C@@H](C2=O)NC(=O)COC3=CC=CC=C3)C(=O)[O-])C.[K+] (potassium penicillin V), O (water). Solvent: C(C)N(CC)CC (triethylamine). Reaction conditions: temperature 38 celsius, time 9 hour. Product: CC1([C@@H](N2[C@H](S1)[C@@H](C2=O)N)C(=O)O)C (6-APA). The yield is 83.7%. Reaction SMILES: C1C=CC(CC(NC2C=CC([N+]([O-])=O)=C(C(O)=O)C=2)=O)=CC=1.[CH3:23][C:24]1([CH3:46])[S:28][C@@H:27]2[C@H:29]([NH:32]C(COC3C=CC=CC=3)=O)[C:30](=[O:31])[N:26]2[C@H:25]1[C:43]([O-:45])=[O:44].[K+].O>C(N(CC)CC)C>[CH3:23][C:24]1([CH3:46])[S:28][C@@H:27]2[C@H:29]([NH2:32])[C:30](=[O:31])[N:26]2[C@H:25]1[C:43]([OH:45])=[O:44] |f:1.2|. Procedure details: 290 g of carrier-bound penicillinacylase according to Example 4, having an enzymatic activity of 2,803 U (NIPAB test) and 138 g of potassium penicillin V are added to 2,000 ml of water and stirred for 9 hours at 38°C. The pH value is kept constant at 7.8 by continuous addition of triethylamine. The mixture is worked up as described in Example 1. Yields of 6-APA 64.3 g (86.1% of theory); purity 97.4%. Reactants: CC#N, Cc1ccc(N2CCc3ncnc(Cl)c3C2)c(C#N)c1, NC(CO)c1ccc(C(F)(F)F)nc1. The product is Cc1ccc(N2CCc3ncnc(NC(CO)c4ccc(C(F)(F)F)nc4)c3C2)c(C#N)c1. RXN SMILES: [CH3:35][C:36]#[N:37].[Cl:1][c:2]1[c:3]2[c:4]([n:5][cH:6][n:7]1)[CH2:8][CH2:9][N:10]([c:12]1[c:13]([C:14]#[N:15])[cH:16][c:17]([CH3:20])[cH:18][cH:19]1)[CH2:11]2.[NH2:21][CH:22]([CH2:23][OH:24])[c:25]1[cH:26][n:27][c:28]([C:31]([F:32])([F:33])[F:34])[cH:29][cH:30]1>>[c:2]1([NH:21][CH:22]([CH2:23][OH:24])[c:25]2[cH:26][n:27][c:28]([C:31]([F:32])([F:33])[F:34])[cH:29][cH:30]2)[c:3]2[c:4]([n:5][cH:6][n:7]1)[CH2:8][CH2:9][N:10]([c:12]1[c:13]([C:14]#[N:15])[cH:16][c:17]([CH3:20])[cH:18][cH:19]1)[CH2:11]2. Starting materials: COCCOCC(=O)Cl, COc1cccc(C(Oc2ccc3c(cnn3-c3ccc(F)cc3)c2)C(C)N)c1. The product is COCCOCC(=O)NC(C)C(Oc1ccc2c(cnn2-c2ccc(F)cc2)c1)c1cccc(OC)c1. RXN SMILES: [CH3:30][O:31][CH2:32][CH2:33][O:34][CH2:35][C:36](=[O:37])[Cl:38].[F:1][c:2]1[cH:3][cH:4][c:5](-[n:8]2[n:9][cH:10][c:11]3[cH:12][c:13]([O:17][CH:18]([CH:19]([CH3:20])[NH2:21])[c:22]4[cH:23][c:24]([O:28][CH3:29])[cH:25][cH:26][cH:27]4)[cH:14][cH:15][c:16]23)[cH:6][cH:7]1>>[F:1][c:2]1[cH:3][cH:4][c:5](-[n:8]2[n:9][cH:10][c:11]3[cH:12][c:13]([O:17][CH:18]([CH:19]([CH3:20])[NH:21][C:36]([CH2:35][O:34][CH2:33][CH2:32][O:31][CH3:30])=[O:37])[c:22]4[cH:23][c:24]([O:28][CH3:29])[cH:25][cH:26][cH:27]4)[cH:14][cH:15][c:16]23)[cH:6][cH:7]1. Starting materials: C(O)([O-])=O.[Na+] (sodium hydrogencarbonate), C(C)(=O)N1C(C=CC=2C=CN3C(C12)=NC(=C3C)C)C3=CC=CC=C3 (rac-10-acetyl-2,3-dimethyl-9-phenyl-9,10-dihydroimidazo[1,2-h][1,7]naphthyridine), OO (hydrogen peroxide), C([O-])([O-])=O.[K+].[K+] (potassium carbonate). Run in C(C)#N (acetonitrile), CO (methanol). Reaction conditions: time 16 hour. Yields the product C(C)(=O)N1[C@@H]([C@@H]2[C@H](C=3C=CN4C(C13)=NC(=C4C)C)O2)C2=CC=CC=C2 (rel-(7S,8R,9R)-10-Acetyl-7,8-epoxy-2,3-dimethyl-9-phenyl-7,8,9,10-tetrahydroimidazo[1,2-h]-[1,7]naphthyridine). Reaction SMILES: [C:1]([N:4]1[C:13]2[C:12]3=[N:14][C:15]([CH3:18])=[C:16]([CH3:17])[N:11]3[CH:10]=[CH:9][C:8]=2[CH:7]=[CH:6][CH:5]1[C:19]1[CH:24]=[CH:23][CH:22]=[CH:21][CH:20]=1)(=[O:3])[CH3:2].C(=O)([O-])[O-:26].[K+].[K+].OO.C(=O)([O-])O.[Na+]>C(#N)C.CO>[C:1]([N:4]1[C:13]2[C:12]3=[N:14][C:15]([CH3:18])=[C:16]([CH3:17])[N:11]3[CH:10]=[CH:9][C:8]=2[C@@H:7]2[O:26][C@@H:6]2[C@H:5]1[C:19]1[CH:24]=[CH:23][CH:22]=[CH:21][CH:20]=1)(=[O:3])[CH3:2] |f:1.2.3,5.6|. Procedure: 0.64 g (2 mmol) of rac-10-acetyl-2,3-dimethyl-9-phenyl-9,10-dihydroimidazo[1,2-h][1,7]naphthyridine (racemic) are dissolved in 3 ml of acetonitrile and 1 ml of methanol and treated with 0.18 g (1.2 mmol) of potassium carbonate. 0.2 ml of hydrogen peroxide solution (30% in water) is then slowly added dropwise with ice cooling. The mixture is then allowed to warm to room temperature and is stirred for 16 h. After addition of saturated sodium hydrogencarbonate solution, it is extracted with dichlor... Reactants: O (Water), CC(C)(C)OC(=O)NCC1CCNCC1 (4-N-Boc-aminomethylpiperidine), ClC1=NC=NC(=N1)Cl (2,4-Dichloro-1,3,5-Triazine), CCN(C(C)C)C(C)C (DIPEA). Solvent: CC#N (CH3CN). The product is ClC1=NC(=NC=N1)N1CCC(CC1)CNC(OC(C)(C)C)=O (tert-butyl (1-(4-chloro-1,3,5-triazin-2-yl)piperidin-4-yl)methylcarbamate), solid. Reaction SMILES: [CH3:1][C:2]([O:5][C:6]([NH:8][CH2:9][CH:10]1[CH2:15][CH2:14][NH:13][CH2:12][CH2:11]1)=[O:7])([CH3:4])[CH3:3].[Cl:16][C:17]1[N:22]=[C:21](Cl)[N:20]=[CH:19][N:18]=1.CCN(C(C)C)C(C)C.O>CC#N>[Cl:16][C:17]1[N:22]=[CH:21][N:20]=[C:19]([N:13]2[CH2:12][CH2:11][CH:10]([CH2:9][NH:8][C:6](=[O:7])[O:5][C:2]([CH3:1])([CH3:3])[CH3:4])[CH2:15][CH2:14]2)[N:18]=1. Reported procedure: A solution of 4-N-Boc-aminomethylpiperidine (25 g, 120 mmol), 2,4-Dichloro-1,3,5-Triazine (20 g, 140 mmol) and DIPEA (77.4 g, 600 mmol) in CH3CN (300 ml) was stirred at room temperature for 2 hours. Water was added and the product was extracted into ethyl acetate. The combined organic layers were washed with brine, dried over Na2SO4 and concentrated under reduced pressure. The crude residue that was purified using normal phase chromatography, eluting with petroleum ether containing 30% ethyl ace...